From a dataset of the Open Reaction Database (ORD), a public repository of structured organic reaction records. describe an organic reaction: reactants, conditions, products, and yield Starting materials: 4-styrenesulfonyl chloride CH2═CHC6H4SO2Cl, trifluoromethane-sulfonamide CF3SO2NH2, C1CN2CCN1CC2 (DABCO), [Cl-].[Li+] (lithium chloride). Run in O1CCCC1 (tetrahydrofurane). Conditions: time 2 hour. Yields the product C1CN2CCN1CC2.Cl (DABCO hydrochloride). As a reaction SMILES: [CH2:1]1[N:6]2[CH2:7][CH2:8][N:3]([CH2:4][CH2:5]2)[CH2:2]1.[Cl-:9].[Li+]>O1CCCC1>[CH2:1]1[N:6]2[CH2:7][CH2:8][N:3]([CH2:4][CH2:5]2)[CH2:2]1.[ClH:9] |f:1.2,4.5|. Procedure: In 100 ml of anhydrous tetrahydrofurane under argon at 0° C., 20.27 g (10 mmoles) of 4-styrenesulfonyl chloride CH2═CHC6H4SO2Cl (commercially available from Monomer-Polymer & Dajac Laboratories) were reacted with 14.91 g (10 mmoles) of trifluoromethane-sulfonamide CF3SO2NH2 and 22.44 g (20 mmoles) of (DABCO). After 2 hours at 0° C. and 48 hours at room temperature, the solution was filtered to remove the DABCO hydrochloride formed, and it was thereafter treated with 424 mg (10 mmoles) of anhydro... The reactants are Cc1nc2ccccc2n1-c1nc(N2CCOCC2)c2nc(CBr)n(C)c2n1, c1ccc2c(c1)CNC2. Product: Cc1nc2ccccc2n1-c1nc(N2CCOCC2)c2nc(CN3Cc4ccccc4C3)n(C)c2n1. RXN SMILES: [Br:1][CH2:2][c:3]1[n:4]([CH3:28])[c:5]2[n:6][c:7](-[n:18]3[c:19]([CH3:27])[n:20][c:21]4[c:22]3[cH:23][cH:24][cH:25][cH:26]4)[n:8][c:9]([N:12]3[CH2:13][CH2:14][O:15][CH2:16][CH2:17]3)[c:10]2[n:11]1.[CH2:29]1[NH:30][CH2:31][c:32]2[cH:33][cH:34][cH:35][cH:36][c:37]21>>[CH2:2]([c:3]1[n:4]([CH3:28])[c:5]2[n:6][c:7](-[n:18]3[c:19]([CH3:27])[n:20][c:21]4[c:22]3[cH:23][cH:24][cH:25][cH:26]4)[n:8][c:9]([N:12]3[CH2:13][CH2:14][O:15][CH2:16][CH2:17]3)[c:10]2[n:11]1)[N:30]1[CH2:29][c:37]2[c:32]([cH:33][cH:34][cH:35][cH:36]2)[CH2:31]1.